Task: describe an organic reaction: reactants, conditions, products, and yield. Dataset: the Open Reaction Database (ORD), a public repository of structured organic reaction records Reactants: ClC1=NC=C(C(=N1)C#CC1=C(C=CC=C1)C1(CC1)C(=O)N)C (1-(2-((2-chloro-5-methylpyrimidin-4-yl)ethynyl)phenyl)cyclopropanecarboxamide). The reagents and catalysts are O=[Pt]=O (PtO2). Run in CO (MeOH), CN(C)C=O (DMF). Reaction conditions: time 110 hour. Yields the product ClC1=NC=C(C(=N1)CCC1=C(C=CC=C1)C1(CC1)C(=O)N)C (1-(2-(2-(2-Chloro-5-methylpyrimidin-4-yl)ethyl)phenyl)cyclopropanecarboxamide), solid. The yield is 88.0%. Reaction SMILES: [Cl:1][C:2]1[N:7]=[C:6]([C:8]#[C:9][C:10]2[CH:15]=[CH:14][CH:13]=[CH:12][C:11]=2[C:16]2([C:19]([NH2:21])=[O:20])[CH2:18][CH2:17]2)[C:5]([CH3:22])=[CH:4][N:3]=1>CO.CN(C=O)C.O=[Pt]=O>[Cl:1][C:2]1[N:7]=[C:6]([CH2:8][CH2:9][C:10]2[CH:15]=[CH:14][CH:13]=[CH:12][C:11]=2[C:16]2([C:19]([NH2:21])=[O:20])[CH2:18][CH2:17]2)[C:5]([CH3:22])=[CH:4][N:3]=1. Reported procedure: A mixture of 1-(2-((2-chloro-5-methylpyrimidin-4-yl)ethynyl)phenyl)cyclopropanecarboxamide A39 (1.85 g, 5.93 mmol) and PtO2 (0.404 g, 1.78 mmol) in MeOH (10 mL) and DMF (40 mL) was stirred under an atmosphere of H2 for 110 hours at room temperature. The mixture was filtered through Celite and the volatiles were removed in vacuo. The residue was purified by column chromatography (Biotage Isolera, 40 g SiO2, 0-100% EtOAc in petroleum benzine 40-60° C.) to give the title compound A40 as a white sol... Reactants: COc1ccc(-c2ccnn2-c2ccc(Br)cc2)cc1OC1CCOC1, COCCOC, COc1ccc(B(O)O)cn1, CCOC(C)=O, CCO, [Na+], [Na+], O=C([O-])[O-], O. The product is COc1ccc(-c2ccc(-n3nccc3-c3ccc(OC)c(OC4CCOC4)c3)cc2)cn1. Reaction SMILES: [Br:1][c:2]1[cH:3][cH:4][c:5](-[n:8]2[n:9][cH:10][cH:11][c:12]2-[c:13]2[cH:14][c:15]([O:21][CH:22]3[CH2:23][O:24][CH2:25][CH2:26]3)[c:16]([O:19][CH3:20])[cH:17][cH:18]2)[cH:6][cH:7]1.[CH3:33][O:34][CH2:35][CH2:36][O:37][CH3:38].[CH3:39][O:40][c:41]1[n:42][cH:43][c:44]([B:47]([OH:48])[OH:49])[cH:45][cH:46]1.[CH3:50][CH2:51][O:52][C:53](=[O:54])[CH3:55].[CH3:57][CH2:58][OH:59].[Na+:27].[Na+:28].[O-:29][C:30](=[O:31])[O-:32].[OH2:56]>>[c:2]1(-[c:44]2[cH:43][n:42][c:41]([O:40][CH3:39])[cH:46][cH:45]2)[cH:3][cH:4][c:5](-[n:8]2[n:9][cH:10][cH:11][c:12]2-[c:13]2[cH:14][c:15]([O:21][CH:22]3[CH2:23][O:24][CH2:25][CH2:26]3)[c:16]([O:19][CH3:20])[cH:17][cH:18]2)[cH:6][cH:7]1. The reactants are CCOC(=O)Cc1cccc(Oc2ccc(F)cc2CN2CCOC2=O)c1, CO, [Li+], [OH-], O. Yields the product O=C(O)Cc1cccc(Oc2ccc(F)cc2CN2CCOC2=O)c1. Reaction SMILES: [CH2:1]([CH3:2])[O:3][C:4]([CH2:5][c:6]1[cH:7][c:8]([O:12][c:13]2[c:14]([CH2:20][N:21]3[C:22](=[O:26])[O:23][CH2:24][CH2:25]3)[cH:15][c:16]([F:19])[cH:17][cH:18]2)[cH:9][cH:10][cH:11]1)=[O:27].[CH3:30][OH:31].[Li+:28].[OH-:29].[OH2:32]>>[O:3]=[C:4]([CH2:5][c:6]1[cH:7][c:8]([O:12][c:13]2[c:14]([CH2:20][N:21]3[C:22](=[O:26])[O:23][CH2:24][CH2:25]3)[cH:15][c:16]([F:19])[cH:17][cH:18]2)[cH:9][cH:10][cH:11]1)[OH:27]. Reactants: C(C)[C@H]1N(CCC1)C1=CC(=NC(=N1)NC)C1=CC(=C(C#N)C(=C1)SC)F (4-[6-[(2R)-2-ethyl-1-pyrrolidinyl]-2-(methylamino)-4-pyrimidinyl]-2-fluoro-6-(methylthio)benzonitrile), CCN(C(C)C)C(C)C (Hunig's base), NN (hydrazine). Solvent: CCO (EtOH). Run at temperature 100 celsius, time 8 hour. Yields the product C(C)[C@H]1N(CCC1)C1=CC(=NC(=N1)NC)C1=CC(=C2C(=NNC2=C1)N)SC (6-[6-[(2R)-2-Ethyl-1-pyrrolidinyl]-2-(methylamino)-4-pyrimidinyl]-4-(methylthio)-1H-indazol-3-amine). The yield is 64.1%. RXN SMILES: [CH2:1]([C@@H:3]1[CH2:7][CH2:6][CH2:5][N:4]1[C:8]1[N:13]=[C:12]([NH:14][CH3:15])[N:11]=[C:10]([C:16]2[CH:23]=[C:22]([S:24][CH3:25])[C:19]([C:20]#[N:21])=[C:18](F)[CH:17]=2)[CH:9]=1)[CH3:2].CCN(C(C)C)C(C)C.[NH2:36][NH2:37]>CCO>[CH2:1]([C@@H:3]1[CH2:7][CH2:6][CH2:5][N:4]1[C:8]1[N:13]=[C:12]([NH:14][CH3:15])[N:11]=[C:10]([C:16]2[CH:17]=[C:18]3[C:19]([C:20]([NH2:21])=[N:36][NH:37]3)=[C:22]([S:24][CH3:25])[CH:23]=2)[CH:9]=1)[CH3:2]. Procedure details: In a microwave tube, 4-[6-[(2R)-2-ethyl-1-pyrrolidinyl]-2-(methylamino)-4-pyrimidinyl]-2-fluoro-6-(methylthio)benzonitrile (136 mg, 0.366 mmol), 5 mL of EtOH, Hunig's base (0.064 mL, 0.366 mmol), and hydrazine anhydrous (0.069 mL, 2.197 mmol) were added. The yellow suspension mixture was heated to 100° C. in an oil bath overnight. When the temperature of the reaction reached 100° C., the solid in the mixture was all dissolved. After overnight, there was a white colored solid formed. LCMS showed ... Reactants: O=C(C=P(c1ccccc1)(c1ccccc1)c1ccccc1)OCc1ccccc1, O=CCC1Cc2ccccc2C1, ClCCl. The product is O=C(C=CCC1Cc2ccccc2C1)OCc1ccccc1. Reaction SMILES: [CH2:13]([c:14]1[cH:15][cH:16][cH:17][cH:18][cH:19]1)[O:20][C:21](=[O:22])[CH:23]=[P:24]([c:25]1[cH:26][cH:27][cH:28][cH:29][cH:30]1)([c:31]1[cH:32][cH:33][cH:34][cH:35][cH:36]1)[c:37]1[cH:38][cH:39][cH:40][cH:41][cH:42]1.[CH2:1]1[CH:2]([CH2:10][CH:11]=[O:12])[CH2:3][c:4]2[cH:5][cH:6][cH:7][cH:8][c:9]21.[CH2:43]([Cl:44])[Cl:45]>>[CH2:1]1[CH:2]([CH2:10][CH:11]=[CH:23][C:21]([O:20][CH2:13][c:14]2[cH:15][cH:16][cH:17][cH:18][cH:19]2)=[O:22])[CH2:3][c:4]2[cH:5][cH:6][cH:7][cH:8][c:9]21.